From a dataset of the Open Reaction Database (ORD), a public repository of structured organic reaction records. describe an organic reaction: reactants, conditions, products, and yield Starting materials: O=C([O-])Cc1ccc(CNc2cccc(-c3c(C(=O)c4ccccc4)cnc4c(C(F)(F)F)cccc34)c2)cc1, CC(=O)[O-], CC(=O)[O-], CCCCCCCCCCCCCC(=O)O, CCOC(C)=O, Cc1ccccc1, [Cu+2], OB(O)c1ccccc1, Cc1cccc(C)n1. The product is O=C(c1ccccc1)c1cnc2c(C(F)(F)F)cccc2c1-c1cccc(Nc2ccccc2)c1. Reaction SMILES: [C:34]([c:35]1[cH:36][cH:37][cH:38][cH:39][cH:40]1)(=[O:41])[c:42]1[cH:43][n:44][c:45]2[c:46]([C:70]([F:71])([F:72])[F:73])[cH:47][cH:48][cH:49][c:50]2[c:51]1-[c:52]1[cH:53][c:54]([NH:58][CH2:59][c:60]2[cH:61][cH:62][c:63]([CH2:64][C:65]([O-:66])=[O:67])[cH:68][cH:69]2)[cH:55][cH:56][cH:57]1.[C:80]([O-:81])(=[O:82])[CH3:83].[C:85]([O-:86])(=[O:87])[CH3:88].[CH3:10][CH2:11][CH2:12][CH2:13][CH2:14][CH2:15][CH2:16][CH2:17][CH2:18][CH2:19][CH2:20][CH2:21][CH2:22][C:23](=[O:24])[OH:25].[CH3:74][CH2:75][O:76][C:77](=[O:78])[CH3:79].[CH3:89][c:90]1[cH:91][cH:92][cH:93][cH:94][cH:95]1.[Cu+2:84].[OH:1][B:2]([OH:3])[c:4]1[cH:5][cH:6][cH:7][cH:8][cH:9]1.[n:26]1[c:27]([CH3:28])[cH:29][cH:30][cH:31][c:32]1[CH3:33]>>[c:4]1([NH:58][c:54]2[cH:53][c:52](-[c:51]3[c:42]([C:34]([c:35]4[cH:36][cH:37][cH:38][cH:39][cH:40]4)=[O:41])[cH:43][n:44][c:45]4[c:46]([C:70]([F:71])([F:72])[F:73])[cH:47][cH:48][cH:49][c:50]43)[cH:57][cH:56][cH:55]2)[cH:5][cH:6][cH:7][cH:8][cH:9]1.